Dataset: the Open Reaction Database (ORD), a public repository of structured organic reaction records. Task: describe an organic reaction: reactants, conditions, products, and yield Starting materials: CCCC[N+](CCCC)(CCCC)CCCC, Cc1ccc2[nH]c3c(c2c1)CCN(C)CC3, C=Cc1ccc(C(=O)O)nc1, [Cl-], [Na+], [OH-], O. Yields the product Cc1ccc2c(c1)c1c(n2CCc2ccc(C(=O)O)nc2)CCN(C)CC1. As a reaction SMILES: [CH2:31]([N+:32]([CH2:33][CH2:34][CH2:35][CH3:36])([CH2:37][CH2:38][CH2:39][CH3:40])[CH2:41][CH2:42][CH2:43][CH3:44])[CH2:45][CH2:46][CH3:47].[CH3:1][N:2]1[CH2:3][CH2:4][c:5]2[nH:6][c:7]3[cH:8][cH:9][c:10]([CH3:16])[cH:11][c:12]3[c:13]2[CH2:14][CH2:15]1.[CH:17](=[CH2:18])[c:19]1[cH:20][cH:21][c:22]([C:25](=[O:26])[OH:27])[n:23][cH:24]1.[Cl-:30].[Na+:29].[OH-:28].[OH2:48]>>[CH3:1][N:2]1[CH2:3][CH2:4][c:5]2[n:6]([CH2:18][CH2:17][c:19]3[cH:20][cH:21][c:22]([C:25](=[O:26])[OH:27])[n:23][cH:24]3)[c:7]3[cH:8][cH:9][c:10]([CH3:16])[cH:11][c:12]3[c:13]2[CH2:14][CH2:15]1.